describe an organic reaction: reactants, conditions, products, and yield From a dataset of the Open Reaction Database (ORD), a public repository of structured organic reaction records. The product is C(C)N1C(N(C(C=2N(C=NC12)C)=O)CCCCCC(C)(C)O)=O (3-Ethyl-1-(6-hydroxy-6-methylheptyl)-7-methylxanthine). The solvent is O (water). The reactants are CS(=O)(=O)[O-] (methyl sulfonate), S(=O)(=O)(OC)OC (dimethyl sulfate), C(C)N1C(N(C(C=2N(C=NC12)C)=O)CCCCC=C(C)C)=O (3-ethyl-7-methyl-1(6-methyl-5-heptenyl)-xanthine), C(C)N1C(N(C(C=2N(C=NC12)C)=O)CCCCCC(C)=O)=O (3-ethyl-7-methyl-1-(6-oxoheptyl)-xanthine), C(C)N1C(N(C(C=2NC=NC12)=O)CCCCCC(C)(C)O)=O (3-ethyl-1-(6-hydroxy-6-methylheptyl)-xanthine), CBr (methyl bromide), C[Mg]Cl (methylmagnesium chloride), [Br-] (bromide), CI (methyl iodide). Reported procedure: The same compound was also obtained by reacting 3-ethyl-7-methyl-1-(6-oxoheptyl)-xanthine with methylmagnesium chloride or bromide analogously to Example 9, methylating 3-ethyl-1-(6-hydroxy-6-methylheptyl)-xanthine with methyl bromide, methyl iodide, a methyl sulfonate or dimethyl sulfate according to Example 3, and adding water onto the olefinic double bond of 3-ethyl-7-methyl-1(6-methyl-5-heptenyl)-xanthine in accordance with the following Example 14. As a reaction SMILES: [CH2:1]([N:3]1[C:11]2[N:10]=[CH:9][N:8]([CH3:12])[C:7]=2[C:6](=[O:13])[N:5]([CH2:14][CH2:15][CH2:16][CH2:17][CH2:18][C:19](=[O:21])[CH3:20])[C:4]1=[O:22])[CH3:2].[CH3:23][Mg]Cl.[Br-].C(N1C2N=CNC=2C(=O)N(CCCCCC(O)(C)C)C1=O)C.CBr.CI.CS([O-])(=O)=O.S(OC)(OC)(=O)=O.C(N1C2N=CN(C)C=2C(=O)N(CCCCC=C(C)C)C1=O)C>O>[CH2:1]([N:3]1[C:11]2[N:10]=[CH:9][N:8]([CH3:12])[C:7]=2[C:6](=[O:13])[N:5]([CH2:14][CH2:15][CH2:16][CH2:17][CH2:18][C:19]([OH:21])([CH3:23])[CH3:20])[C:4]1=[O:22])[CH3:2]. The reactants are C1COCCO1, CO, CC(C)[Si](OCc1snnc1-c1noc(=O)n1-c1ccc(F)c(Cl)c1)(C(C)C)C(C)C, Cl. Yields the product O=c1onc(-c2nnsc2CO)n1-c1ccc(F)c(Cl)c1. Reaction SMILES: [CH2:35]1[O:36][CH2:37][CH2:38][O:39][CH2:40]1.[CH3:32][OH:33].[Cl:1][c:2]1[cH:3][c:4](-[n:9]2[c:10](-[c:15]3[n:16][n:17][s:18][c:19]3[CH2:20][O:21][Si:22]([CH:23]([CH3:24])[CH3:25])([CH:26]([CH3:27])[CH3:28])[CH:29]([CH3:30])[CH3:31])[n:11][o:12][c:13]2=[O:14])[cH:5][cH:6][c:7]1[F:8].[ClH:34]>>[Cl:1][c:2]1[cH:3][c:4](-[n:9]2[c:10](-[c:15]3[n:16][n:17][s:18][c:19]3[CH2:20][OH:21])[n:11][o:12][c:13]2=[O:14])[cH:5][cH:6][c:7]1[F:8]. The reactants are BrB(Br)Br, CO, ClCCl, COc1ccc(-c2ccc(=O)n(Cc3ccc(Cl)cc3F)c2)cc1. Yields the product O=c1ccc(-c2ccc(O)cc2)cn1Cc1ccc(Cl)cc1F. RXN SMILES: [B:1]([Br:2])([Br:3])[Br:4].[CH3:29][OH:30].[Cl:31][CH2:32][Cl:33].[F:5][c:6]1[c:7]([CH2:8][n:9]2[c:10](=[O:23])[cH:11][cH:12][c:13](-[c:15]3[cH:16][cH:17][c:18]([O:21][CH3:22])[cH:19][cH:20]3)[cH:14]2)[cH:24][cH:25][c:26]([Cl:28])[cH:27]1>>[F:5][c:6]1[c:7]([CH2:8][n:9]2[c:10](=[O:23])[cH:11][cH:12][c:13](-[c:15]3[cH:16][cH:17][c:18]([OH:21])[cH:19][cH:20]3)[cH:14]2)[cH:24][cH:25][c:26]([Cl:28])[cH:27]1.